From a dataset of the Open Reaction Database (ORD), a public repository of structured organic reaction records. describe an organic reaction: reactants, conditions, products, and yield Starting materials: BrC=1C=NNC1 (4-bromo-1H-pyrazole), FC(S(=O)(=O)OCC(F)(F)F)(F)F (2,2,2-trifluoroethyl trifluoromethanesulfonate), C([O-])([O-])=O.[Cs+].[Cs+] (cesium carbonate), O1CCOCC1 (1,4-dioxane). Reaction conditions: time 20 hour. Yields the product BrC=1C=NN(C1)CC(F)(F)F (4-bromo-1-(2,2,2-trifluoroethyl)-1H-pyrazole). Yield: 77.1%. Reaction SMILES: [Br:1][C:2]1[CH:3]=[N:4][NH:5][CH:6]=1.FC(F)(F)S(O[CH2:13][C:14]([F:17])([F:16])[F:15])(=O)=O.C(=O)([O-])[O-].[Cs+].[Cs+].O1CCOCC1>>[Br:1][C:2]1[CH:3]=[N:4][N:5]([CH2:13][C:14]([F:17])([F:16])[F:15])[CH:6]=1 |f:2.3.4|. Procedure details: A 250 mL RB flask was charged with 4-bromo-1H-pyrazole (2.00 g, 13.6 mmol), 2,2,2-trifluoroethyl trifluoromethanesulfonate (2.35 ml, 17.0 mmol), cesium carbonate (8.87 g, 27.2 mmol), and 1,4-dioxane (40.0 ml, 468 mmol), capped, and stirred at room temperature for 20 hours. The reaction mixture was filtered and the solid washed with dioxane; the filtrate was then concentrated to give 4-bromo-1-(2,2,2-trifluoroethyl)-1H-pyrazole (2.402 g, 77.1% yield) as a crude oil. Starting materials: C(C)(=O)OCC (ethyl acetate), COC(=O)[C@H]1N(CCC1)C([C@@H](C1=CC=CC=C1)NC(=O)OC(C)C)=O (1-[(R)-isopropoxycarbonylamino-phenyl-acetyl]-pyrrolidine-2-(S)-carboxylic acid methyl ester), [Li+].[OH-] (LiOH), OS(=O)(=O)[O-].[K+] (KHSO4). Solvent: O (water), CO (methanol), O (water). Run at time 16 hour. The product is C(C)(C)OC(=O)N[C@@H](C(=O)N1[C@@H](CCC1)C(=O)O)C1=CC=CC=C1 (1-[(R)-Isopropoxycarbonylamino-phenyl-acetyl]-pyrrolidine-2-(S)-carboxylic acid). Yield: 83.4%. Reaction SMILES: C[O:2][C:3]([C@@H:5]1[CH2:9][CH2:8][CH2:7][N:6]1[C:10](=[O:25])[C@H:11]([NH:18][C:19]([O:21][CH:22]([CH3:24])[CH3:23])=[O:20])[C:12]1[CH:17]=[CH:16][CH:15]=[CH:14][CH:13]=1)=[O:4].[Li+].[OH-].OS([O-])(=O)=O.[K+].C(OCC)(=O)C>CO.O>[CH:22]([O:21][C:19]([NH:18][C@H:11]([C:12]1[CH:13]=[CH:14][CH:15]=[CH:16][CH:17]=1)[C:10]([N:6]1[CH2:7][CH2:8][CH2:9][C@H:5]1[C:3]([OH:4])=[O:2])=[O:25])=[O:20])([CH3:24])[CH3:23] |f:1.2,3.4|. Procedure: A mixture of 1-[(R)-isopropoxycarbonylamino-phenyl-acetyl]-pyrrolidine-2-(S)-carboxylic acid methyl ester (0.95 g) and 0.13 g of LiOH in 20 mL of methanol and 5 mL of water was stirred for 16 h at ambient temperature. KHSO4 was added, the volatiles were pumped off followed by addition of water, extraction with ethyl acetate and concentration of the organic layer to give 0.76 g (83%) of the title compound as a white solid. (+)-APCI-MS: 335 (MH+). Reactants: CCC(N)(O)C(=O)OC(C)(C)C, CC(=O)Oc1ccccc1C(=O)O, CCOC(C)=O, CCOCC, ClCCl, Cl. Yields the product CC(=O)Oc1ccccc1C(=O)O, CCC(N)O, Cl. As a reaction SMILES: [C:14]([O:15][C:16]([CH3:17])([CH3:18])[CH3:19])(=[O:20])[C:21]([CH2:22][CH3:23])([OH:24])[NH2:25].[C:1]([CH3:2])(=[O:3])[O:4][c:5]1[c:6]([C:7](=[O:8])[OH:9])[cH:10][cH:11][cH:12][cH:13]1.[C:26]([O:27][CH2:28][CH3:29])(=[O:30])[CH3:31].[CH3:33][CH2:34][O:35][CH2:36][CH3:37].[Cl:38][CH2:39][Cl:40].[ClH:32]>>[C:1]([CH3:2])(=[O:3])[O:4][c:5]1[c:6]([C:7](=[O:8])[OH:9])[cH:10][cH:11][cH:12][cH:13]1.[CH:21]([CH2:22][CH3:23])([OH:24])[NH2:25].[ClH:32].